This data is from the Open Reaction Database (ORD), a public repository of structured organic reaction records. The task is: describe an organic reaction: reactants, conditions, products, and yield Starting materials: C#Cc1ccc(C2CC2C(=O)OC)cc1, Cc1cccc(I)c1. Product: COC(=O)C1CC1c1ccc(C#Cc2cccc(C)c2)cc1. Reaction SMILES: [C:1](#[CH:2])[c:3]1[cH:4][cH:5][c:6]([CH:9]2[CH:10]([C:12](=[O:13])[O:14][CH3:15])[CH2:11]2)[cH:7][cH:8]1.[I:16][c:17]1[cH:18][c:19]([CH3:23])[cH:20][cH:21][cH:22]1>>[C:1](#[C:2][c:17]1[cH:18][c:19]([CH3:23])[cH:20][cH:21][cH:22]1)[c:3]1[cH:4][cH:5][c:6]([CH:9]2[CH:10]([C:12](=[O:13])[O:14][CH3:15])[CH2:11]2)[cH:7][cH:8]1.